Dataset: the Open Reaction Database (ORD), a public repository of structured organic reaction records. Task: describe an organic reaction: reactants, conditions, products, and yield The reactants are CC=1C=C(C=C(C1)B1OC(C(O1)(C)C)(C)C)NC1=NC=CC=N1 (N-(3-methyl-5-(4,4,5,5-tetramethyl-1,3,2-dioxaborolan-2-yl)phenyl)pyrimidin-2-amine), BrC=1C=NN(C1)C(C)C1=CC=C(C(=O)OC)C=C1 (methyl 4-(1-(4-bromo-1H-pyrazol-1-yl)ethyl)benzoate), CC(C)C1=CC(=C(C(=C1)C(C)C)C2=C(C=CC=C2)P(C3CCCCC3)C4CCCCC4)C(C)C (X-phos), C([O-])([O-])=O.[Cs+].[Cs+] (cesium carbonate). Reagents/catalysts: C=1C=CC(=CC1)/C=C/C(=O)/C=C/C2=CC=CC=C2.C=1C=CC(=CC1)/C=C/C(=O)/C=C/C2=CC=CC=C2.C=1C=CC(=CC1)/C=C/C(=O)/C=C/C2=CC=CC=C2.[Pd].[Pd] (Pd2(dba)3). The solvent is O1CCOCC1 (1,4-dioxane), O (water). Reaction conditions: temperature 90 celsius, time 5 minute. Yields the product CC=1C=C(C=C(C1)NC1=NC=CC=N1)C=1C=NN(C1)C(C)C1=CC=C(C(=O)OC)C=C1 (methyl 4-(1-(4-(3-methyl-5-(pyrimidin-2-ylamino)phenyl)-1H-pyrazol-1-yl)ethyl)benzoate). RXN SMILES: [CH3:1][C:2]1[CH:3]=[C:4]([NH:17][C:18]2[N:23]=[CH:22][CH:21]=[CH:20][N:19]=2)[CH:5]=[C:6](B2OC(C)(C)C(C)(C)O2)[CH:7]=1.Br[C:25]1[CH:26]=[N:27][N:28]([CH:30]([C:32]2[CH:41]=[CH:40][C:35]([C:36]([O:38][CH3:39])=[O:37])=[CH:34][CH:33]=2)[CH3:31])[CH:29]=1.CC(C1C=C(C(C)C)C(C2C=CC=CC=2P(C2CCCCC2)C2CCCCC2)=C(C(C)C)C=1)C.C(=O)([O-])[O-].[Cs+].[Cs+]>O1CCOCC1.O.C1C=CC(/C=C/C(/C=C/C2C=CC=CC=2)=O)=CC=1.C1C=CC(/C=C/C(/C=C/C2C=CC=CC=2)=O)=CC=1.C1C=CC(/C=C/C(/C=C/C2C=CC=CC=2)=O)=CC=1.[Pd].[Pd]>[CH3:1][C:2]1[CH:7]=[C:6]([C:25]2[CH:26]=[N:27][N:28]([CH:30]([C:32]3[CH:41]=[CH:40][C:35]([C:36]([O:38][CH3:39])=[O:37])=[CH:34][CH:33]=3)[CH3:31])[CH:29]=2)[CH:5]=[C:4]([NH:17][C:18]2[N:19]=[CH:20][CH:21]=[CH:22][N:23]=2)[CH:3]=1 |f:3.4.5,8.9.10.11.12|. Procedure details: A mixture of N-(3-methyl-5-(4,4,5,5-tetramethyl-1,3,2-dioxaborolan-2-yl)phenyl)pyrimidin-2-amine (100 mg, 0.321 mmol), methyl 4-(1-(4-bromo-1H-pyrazol-1-yl)ethyl)benzoate (139 mg, 0.450 mmol), Pd2(dba)3 (15 mg, 0.016 mmol), X-phos (15 mg, 0.032 mmol), and cesium carbonate (314 mg, 0.964 mmol) was diluted with 1,4-dioxane (3 mL) and water (0.3 mL) at ambient temperature. The mixture was stirred for 5 minutes under a subsurface argon sparge, after which time the mixture was heated to 90° C. and st... The reactants are COC(=O)COc1cc2c(c3c1c(C(=O)C(N)=O)c(C)n3Cc1ccccc1F)CCC2, CO, [Li+], C1CCOC1, [OH-], O. Product: Cc1c(C(=O)C(N)=O)c2c(OCC(=O)O)cc3c(c2n1Cc1ccccc1F)CCC3. Reaction SMILES: [CH3:1][O:2][C:3]([CH2:4][O:5][c:6]1[c:7]2[c:8]([C:27]([C:28](=[O:29])[NH2:30])=[O:31])[c:9]([CH3:26])[n:10]([CH2:18][c:19]3[c:20]([F:25])[cH:21][cH:22][cH:23][cH:24]3)[c:11]2[c:12]2[c:13]([cH:14]1)[CH2:15][CH2:16][CH2:17]2)=[O:32].[CH3:40][OH:41].[Li+:33].[O:35]1[CH2:36][CH2:37][CH2:38][CH2:39]1.[OH-:34].[OH2:42]>>[O:2]=[C:3]([CH2:4][O:5][c:6]1[c:7]2[c:8]([C:27]([C:28](=[O:29])[NH2:30])=[O:31])[c:9]([CH3:26])[n:10]([CH2:18][c:19]3[c:20]([F:25])[cH:21][cH:22][cH:23][cH:24]3)[c:11]2[c:12]2[c:13]([cH:14]1)[CH2:15][CH2:16][CH2:17]2)[OH:32]. Product: N12C[C@H](C(CC1)CC2)NC(C2=C(C(=CC=C2)OC)C)=O ((S)-N-(1-azabicyclo[2.2.2]oct-3-yl)-3-methoxy-2-methylbenzamide). Reaction conditions: temperature 0 celsius, time 15 minute. Procedure details: A solution of trimethylaluminum (0.8 mmol) in toluene was slowly added to asolution of (S)-3-amino-1-azabicyclo[2.2.2]octane (0.1 g; 0.8 mmol) in toluene (5.0 mL) and the mixture stirred for 15 minutes. A solution of methyl 3-methoxy-2-methylbenzoate (0.1 g; 0.55 mmol) in toluene (2 mL) wasadded and the reaction mixture heated to reflux until, as indicated by thin-layer chromatography, the reaction had finished. The mixture was cooled to 0° C. and then carefully quenched with water (0.4 mL). The... Solvent: C1(=CC=CC=C1)C (toluene), C1(=CC=CC=C1)C (toluene), C1(=CC=CC=C1)C (toluene). RXN SMILES: C[Al](C)C.[NH2:5][C@H:6]1[CH:11]2[CH2:12][CH2:13][N:8]([CH2:9][CH2:10]2)[CH2:7]1.[CH3:14][O:15][C:16]1[C:17]([CH3:26])=[C:18]([CH:23]=[CH:24][CH:25]=1)[C:19](OC)=[O:20]>C1(C)C=CC=CC=1>[N:8]12[CH2:13][CH2:12][CH:11]([CH2:10][CH2:9]1)[C@H:6]([NH:5][C:19](=[O:20])[C:18]1[CH:23]=[CH:24][CH:25]=[C:16]([O:15][CH3:14])[C:17]=1[CH3:26])[CH2:7]2. The reactants are COC=1C(=C(C(=O)OC)C=CC1)C (methyl 3-methoxy-2-methylbenzoate), C[Al](C)C (trimethylaluminum), N[C@@H]1CN2CCC1CC2 ((S)-3-amino-1-azabicyclo[2.2.2]octane). Reactants: ClC1=C(C(=C(C(=O)OCC)C=C1)F)C(C)O[Si](C)(C)C(C)(C)C (Ethyl 4-chloro-2-fluoro-3-(1-t-butyldimethylsilyloxyethyl)benzoate), [F-].C(CCC)[N+](CCCC)(CCCC)CCCC (tetrabutylammonium fluoride). Solvent: C1CCOC1 (THF), CCOCC (ether). Conditions: time 4 hour. Yields the product ClC1=C(C(=C(C(=O)OCC)C=C1)F)C(C)O (ethyl 4chloro-2-fluoro-3-(1-hydroxyethyl)benzoate). The yield is 98.3%. Reaction SMILES: [Cl:1][C:2]1[CH:12]=[CH:11][C:5]([C:6]([O:8][CH2:9][CH3:10])=[O:7])=[C:4]([F:13])[C:3]=1[CH:14]([O:16][Si](C(C)(C)C)(C)C)[CH3:15].[F-].C([N+](CCCC)(CCCC)CCCC)CCC>C1COCC1.CCOCC>[Cl:1][C:2]1[CH:12]=[CH:11][C:5]([C:6]([O:8][CH2:9][CH3:10])=[O:7])=[C:4]([F:13])[C:3]=1[CH:14]([OH:16])[CH3:15] |f:1.2|. Procedure details: Ethyl 4-chloro-2-fluoro-3-(1-t-butyldimethylsilyloxyethyl)benzoate (25 g) and tetrabutylammonium fluoride (210 ml of 1.0M solution in THF) were dissolved in THF and stirred for 4 hours at room temperature. The mixture was diluted with ether and washed with water. The organic extract was dried (anhydrous magnesium sulphate) and filtered. The filtrate was evaporated to dryness yielding ethyl 4chloro-2-fluoro-3-(1-hydroxyethyl)benzoate (16.8 g) as a clear oil, NMR (CDCl3) 1.3(t,3H), 1.5(d,3H), 2.5(... Yield: 72.0%. Run in C(Cl)(Cl)Cl (CHCl3). Procedure details: Chloral hydrate (1.5 eq) was added to a solution of L-proline in CHCl3 (1 M), the suspension was refluxed (inverse Dean-Stark trap) for 6 h; the mixture was washed with water and the aq. phase re-extracted with CHCl3, the combined organic layers were dried and concentrated. Recrystallization (EtOH) of the residue afforded (3R,7aS)-3-(trichloromethyl)tetrahydro-1H-pyrrolo[1,2-c][1,3]oxazol-1-one in 72% yield. This material was dissolved in dry THF (0.12M), 2M LDA (1.5 eq) was added at −78° C. and... The product is ClC([C@H]1OC([C@H]2N1CCC2)=O)(Cl)Cl ((3R,7aS)-3-(trichloromethyl)tetrahydro-1H-pyrrolo[1,2-c][1,3]oxazol-1-one). Reactants: ClC(C(O)O)(Cl)Cl (Chloral hydrate), N1[C@H](C(=O)O)CCC1 (L-proline). As a reaction SMILES: [Cl:1][C:2]([Cl:7])([Cl:6])[CH:3](O)[OH:4].[NH:8]1[CH2:15][CH2:14][CH2:13][C@H:9]1[C:10](O)=[O:11]>C(Cl)(Cl)Cl>[Cl:1][C:2]([Cl:7])([Cl:6])[C@@H:3]1[N:8]2[CH2:15][CH2:14][CH2:13][C@H:9]2[C:10](=[O:11])[O:4]1. Starting materials: CC1=CC=C(C=N1)O (6-methyl-3-pyridinol), C(C)(C)N1CC(C1)O (1-isopropyl-3-azetidinol), [OH-].[K+] (potassium hydroxide), C(C1=CC=CC=C1)O (benzyl alcohol). Run in CCOCC (ether). Run at temperature 150 celsius, time 16 hour. Product: C(C)(C)NCC(COC=1C=NC(=CC1)C)O (3-(3'-Isopropylamino-2'-hydroxy-propoxy)-6-methyl-pyridine), crude product. Reaction SMILES: [CH3:1][C:2]1[N:7]=[CH:6][C:5]([OH:8])=[CH:4][CH:3]=1.[CH:9]([N:12]1[CH2:15][CH:14]([OH:16])[CH2:13]1)([CH3:11])[CH3:10].[OH-].[K+].C(O)C1C=CC=CC=1>CCOCC>[CH:9]([NH:12][CH2:13][CH:14]([OH:16])[CH2:15][O:8][C:5]1[CH:6]=[N:7][C:2]([CH3:1])=[CH:3][CH:4]=1)([CH3:11])[CH3:10] |f:2.3|. Procedure details: A mixture of 6.1 g of 6-methyl-3-pyridinol, 5.5 g of 1-isopropyl-3-azetidinol, 0.3 g of potassium hydroxide and 25 ml of benzyl alcohol is stirred for 16 hours under nitrogen in a bath at 150° C. After cooling, the reaction mixture is diluted with 50 ml of ether and extracted with 30 ml of 4 N hydrochloric acid. The aqueous phase is separated off, rendered alkaline with concentrated sodium hydroxide solution and extracted with 100 ml of methylene chloride. 3-(3'-Isopropylamino-2'-hydroxy-propoxy...